Dataset: the Open Reaction Database (ORD), a public repository of structured organic reaction records. Task: describe an organic reaction: reactants, conditions, products, and yield Starting materials: ClC1=C(C(=NC2=C(C(=CC=C12)C1=C(C=C(C=C1C)C)C)C)C)CCCl (4-chloro-3-(2-chloroethyl)-7-mesityl-2,8-dimethylquinoline). Reagents/catalysts: [O-2].[O-2].[Mn+4] (manganese dioxide). Run in C1(=CC=CC=C1)C (toluene), NC(CC)CC (3-aminopentane). Run at time 2 day. Yields the product C(C)C(CC)N1C=CC=2C(=NC=3C(=C(C=CC3C21)C2=C(C=C(C=C2C)C)C)C)C (1-(1 Ethylpropyl)-7-mesityl-4,6-dimethyl-1H-pyrrolo[3,2-c]quinoline). Isolated yield 11.6%. Reaction SMILES: Cl[C:2]1[C:11]2[C:6](=[C:7]([CH3:21])[C:8]([C:12]3[C:17]([CH3:18])=[CH:16][C:15]([CH3:19])=[CH:14][C:13]=3[CH3:20])=[CH:9][CH:10]=2)[N:5]=[C:4]([CH3:22])[C:3]=1[CH2:23][CH2:24]Cl>NC(CC)CC.C1(C)C=CC=CC=1.[O-2].[O-2].[Mn+4]>[CH2:7]([CH:6]([N:5]1[C:2]2[C:11]3[CH:10]=[CH:9][C:8]([C:12]4[C:13]([CH3:20])=[CH:14][C:15]([CH3:19])=[CH:16][C:17]=4[CH3:18])=[C:7]([CH3:21])[C:6]=3[N:5]=[C:4]([CH3:22])[C:3]=2[CH:23]=[CH:24]1)[CH2:11][CH3:10])[CH3:8] |f:3.4.5|. Procedure: A solution of 4-chloro-3-(2-chloroethyl)-7-mesityl-2,8-dimethylquinoline (200 mg, 0.54 mmol) in 3-aminopentane (6.0 mL) was stirred in a sealed tube at 200° C. for 8 hr. After evaporating, activated manganese dioxide (101 mg, 1.16 mmol) was added to a solution of the residue in toluene (9.0 mL) and the mixture was stirred for two days. After filtering through Celite, the mixture was evaporated. The residue was purified by silica gel column chromatography (10% ethyl acetate/hexane) to give the ti... The reactants are FC=1C=CC(=NC1)NN ((5-fluoro-pyridin-2-yl)-hydrazine), F[C@@H]1C[C@H](N(C1)C)C(=O)O ((2S,4R)-4-Fluoro-1-methyl-pyrrolidine-2-carboxylic acid), C=1C=CC2=C(C1)N=NN2O (HOBt), C(CCl)Cl (EDC). Solvent: O (water), C(Cl)Cl (DCM), CN(C)C=O (DMF), O (H2O). Reaction conditions: time 17 hour. Product: FC=1C=CC(=NC1)NNC(=O)[C@H]1N(C[C@@H](C1)F)C ((2S,4R)-4-Fluoro-1-methyl-pyrrolidine-2-carboxylic acid N′-(5-fluoro-pyridin-2-yl)-hydrazide). Yield: 47.9%. As a reaction SMILES: [F:1][C:2]1[CH:3]=[CH:4][C:5]([NH:8][NH2:9])=[N:6][CH:7]=1.[F:10][C@H:11]1[CH2:15][N:14]([CH3:16])[C@H:13]([C:17](O)=[O:18])[CH2:12]1.C1C=CC2N(O)N=NC=2C=1.C(Cl)CCl>C(Cl)Cl.CN(C=O)C.O>[F:1][C:2]1[CH:3]=[CH:4][C:5]([NH:8][NH:9][C:17]([C@@H:13]2[CH2:12][C@@H:11]([F:10])[CH2:15][N:14]2[CH3:16])=[O:18])=[N:6][CH:7]=1. Reported procedure: A solution of (5-fluoro-pyridin-2-yl)-hydrazine (378 mg, 2.98 mmol), Intermediate 91a (600 mg, 4.08 mmol) and HOBt.H2O (44 mg, 0.12 mmol) in DCM (10 mL) and DMF (3 mL) was added EDC (628 mg, 3.28 mmol) portionwise at RT and the mixture stirred at RT for 17 h. The solution was diluted with water and extracted with DCM. The combined organics were dried and concentrated in vacuo. The residue was purified by FCC, using 0-7.5% [2M NH3 in MeOH] in DCM, to give the title compound as light orange powder... The reactants are CC(C)(C)[O-].[Na+] (NaOtBu), PTFE, ClC1=CC=CC=C1 (Chlorobenzene), C(CC)(=O)C1=CC=CC=C1 (propiophenone). The reagents and catalysts are CC(=O)[O-].CC(=O)[O-].[Pd+2] (Pd(OAc)2). Solvent: C1CCOC1 (THF), CCOCC (ether). Run at temperature 50 celsius. Product: C1(=CC=CC=C1)C(C(C)C1=CC=CC=C1)=O (1,2-Diphenyl-1-propanone). The yield is 97.0%. RXN SMILES: CC([O-])(C)C.[Na+].Cl[C:8]1[CH:13]=[CH:12][CH:11]=[CH:10][CH:9]=1.[C:14]([C:18]1[CH:23]=[CH:22][CH:21]=[CH:20][CH:19]=1)(=[O:17])[CH2:15][CH3:16]>C1COCC1.CCOCC.CC([O-])=O.CC([O-])=O.[Pd+2]>[C:18]1([C:14](=[O:17])[CH:15]([C:8]2[CH:13]=[CH:12][CH:11]=[CH:10][CH:9]=2)[CH3:16])[CH:23]=[CH:22][CH:21]=[CH:20][CH:19]=1 |f:0.1,6.7.8|. Procedure: Pd(OAc)2 (4.5 mg, 0.020 mmol), Tri-cyclohexyphosphine (5.6 mg, 0.020 mmol) and NaOtBu (144 mg, 1.50 mmol) were suspended in 1 mL of THF in a screw-capped vial. The vial was sealed with a cap containing a PTFE septum and removed from the dry box. Chlorobenzene (113 mg, 1.00 mmol) and propiophenone (144 mg, 1.10 mmol) were added to the reaction mixture by syringe. The reaction mixture was stirred at 50° C. and monitored by GC analysis. The crude reaction was diluted with ether and washed with wate... Reactants: tetrakis (triphenylphosphine)pladdinum, COC1=C(C=C2C(=N1)C=CN2C)B(O)O (5-methoxy-1-methyl-1H-pyrrolo[3,2-b]pyridin-6-ylboronic acid), C([O-])([O-])=O.[Na+].[Na+] (sodium carbonate), [Cl-].[Li+] (lithium chloride), FC(S(=O)(=O)OC1=CCN(CC1)C(=O)OC(C)(C)C)(F)F (tert-butyl 4-(trifluoromethylsulfonyloxy)-5,6-dihydropyridine-1(2H)-carboxylate). The solvent is O (H2O), O1CCOCC1 (1,4-Dioxane). Conditions: temperature 80 celsius, time 2 hour. Yields the product COC1=C(C=C2C(=N1)C=CN2C)C2=CCN(CC2)C(=O)OC(C)(C)C (tert-butyl 4-(5-methoxy-1-methyl-1H-pyrrolo[3,2-b]pyridin-6-yl)-5,6-dihydropyridine-1(2H)-carboxylate). The yield is 31.2%. As a reaction SMILES: [CH3:1][O:2][C:3]1[N:8]=[C:7]2[CH:9]=[CH:10][N:11]([CH3:12])[C:6]2=[CH:5][C:4]=1B(O)O.C(=O)([O-])[O-].[Na+].[Na+].[Cl-].[Li+].FC(F)(F)S(O[C:30]1[CH2:35][CH2:34][N:33]([C:36]([O:38][C:39]([CH3:42])([CH3:41])[CH3:40])=[O:37])[CH2:32][CH:31]=1)(=O)=O>O.O1CCOCC1>[CH3:1][O:2][C:3]1[N:8]=[C:7]2[CH:9]=[CH:10][N:11]([CH3:12])[C:6]2=[CH:5][C:4]=1[C:30]1[CH2:35][CH2:34][N:33]([C:36]([O:38][C:39]([CH3:42])([CH3:41])[CH3:40])=[O:37])[CH2:32][CH:31]=1 |f:1.2.3,4.5|. Procedure details: To 5-methoxy-1-methyl-1H-pyrrolo[3,2-b]pyridin-6-ylboronic acid (398 mg, 1.932 mmol) was added sodium carbonate (410 mg, 3.86 mmol), lithium chloride (164 mg, 3.86 mmol), tert-butyl 4-(trifluoromethylsulfonyloxy)-5,6-dihydropyridine-1(2H)-carboxylate (640 mg, 1.932 mmol) and deairared 1,4-Dioxane (15 mL) at rt temperature, followed by tetrakis (triphenylphosphine)pladdinum (0) (112 mg, 0.097 mol), and H2O (1 mL). The resulting light brown mixture was stirred at 80° C. for 2 hr. After cooling dow... The reactants are C(C(C)C)[Al](CC(C)C)CC(C)C (tri-isobutylaluminum), CCCCCC=1C=C(C(=C(C1)O)[C@@H]2C=C(CC[C@H]2C(=C)C)C)O (cannabidiol), C(C(C)C)[Al](CC(C)C)CC(C)C (triisobutylaluminum). Solvent: ClCCl (dichloromethane). Run at temperature 22.5 celsius, time 8 hour. Product: CCCCCC=1C=C(C2=C(C1)OC([C@H]3[C@H]2C=C(CC3)C)(C)C)O (Delta-9-Tetrahydrocannabinol). Reaction SMILES: [CH3:1][CH2:2][CH2:3][CH2:4][CH2:5][C:6]1[CH:7]=[C:8]([OH:23])[C:9]([C@H:13]2[C@H:18]([C:19]([CH3:21])=[CH2:20])[CH2:17][CH2:16][C:15]([CH3:22])=[CH:14]2)=[C:10]([OH:12])[CH:11]=1.C([Al](CC(C)C)CC(C)C)C(C)C>ClCCl>[CH3:1][CH2:2][CH2:3][CH2:4][CH2:5][C:6]1[CH:11]=[C:10]([OH:12])[C:9]2[C@@H:13]3[CH:14]=[C:15]([CH3:22])[CH2:16][CH2:17][C@H:18]3[C:19]([CH3:21])([CH3:20])[O:23][C:8]=2[CH:7]=1. Procedure details: To a nitrogen inerted, stirred solution of cannabidiol (21.2 g, 67.1 mmol) in dichloromethane (370 mL) was added, by syringe pump, commercial tri-isobutylaluminum solution (1 M in hexanes, 6.7 mL, 10 mol %) over 4.5 hours. The temperature of the reaction mixture was maintained at 20-25° C. and the mixture was stirred overnight. Additional charges of triisobutylaluminum solution (1 M in hexanes, 2.67 mL added, 4 mol %) were made over the next day to drive the reaction to >99% conversion by HPLC a... The reactants are ClC1=C(C=CCCl)C=CC=C1 (o-chlorocinnamyl chloride), C1NCC2=CC=CC=C12 (isoindoline). Run in C(C)O (ethanol). Yields the product Cl.ClC1=C(C=CCN2CC3=CC=CC=C3C2)C=CC=C1 (N-(o-chlorocinnamyl)-isoindoline hydrochloride). Yield: 41.0%. Reaction SMILES: [Cl:1][C:2]1[CH:11]=[CH:10][CH:9]=[CH:8][C:3]=1[CH:4]=[CH:5][CH2:6]Cl.[CH2:12]1[C:20]2[C:15](=[CH:16][CH:17]=[CH:18][CH:19]=2)[CH2:14][NH:13]1>C(O)C>[ClH:1].[Cl:1][C:2]1[CH:11]=[CH:10][CH:9]=[CH:8][C:3]=1[CH:4]=[CH:5][CH2:6][N:13]1[CH2:14][C:15]2[C:20](=[CH:19][CH:18]=[CH:17][CH:16]=2)[CH2:12]1 |f:3.4|. Procedure: The process for the preparation of this compound and its physical properties will be given below. A solution of 3.46 grams of o-chlorocinnamyl chloride and 4.41 grams of isoindoline in 20 milliliters of ethanol is stirred for 12 hours at room temperature. After cmmpletion of the reaction, the solvent is distilled off. The resulting residue is then rendered alkaline by the addition of 10% sodium hydroxide and extracted with chloroform. The chloroform layer is then purified by silica gel column ch... Isolated yield 75.0%. Product: lactone, C1(CCCCCCCCCCCO1)=O (dodecanolid). Reactants: C1(CCCCCCCCCCC1)=O (Cyclododecanone), FC(C(=O)O)(F)F (trifluoroacetic acid). Procedure: Cyclododecanone was treated with trifluoroacetic acid to form the lactone (Huisgen, R. et al., ibid), dodecanolid (yield 75%; bp 111°-115° C. at 8 mm). The lactone was hydrolyzed to form 12-hydroxydodecanoic acid (Smissman, E. et al., ibid) (yield 92%; mp 82°-4° C.). The hydroxy acid was converted to 12-bromododecanoic acid (VI) with 48% HBr in the presence of H2SO4 (Jocelyn, P. et al., ibid) (yield 88%; mp 52°-55° C.). As a reaction SMILES: [C:1]1(=[O:13])[CH2:12][CH2:11][CH2:10][CH2:9][CH2:8][CH2:7][CH2:6][CH2:5][CH2:4][CH2:3][CH2:2]1.FC(F)(F)C(O)=[O:17]>>[C:1]1(=[O:13])[O:17][CH2:2][CH2:3][CH2:4][CH2:5][CH2:6][CH2:7][CH2:8][CH2:9][CH2:10][CH2:11][CH2:12]1. Run at temperature 135 celsius, time 8 hour. Reactants: CS(=O)(=O)OCC(CCCC)(C1=C(C=C(C=C1)Cl)Cl)C#N (2-cyano-2-(2,4-dichlorophenyl)hexyl methane sulfonate), N1C=NC=C1 (imidazole), CN(C=O)C (N,N-dimethylformamide). Yield: 68.0%. Solvent: O (water). Product: Cl.C(#N)C(CN1C=NC=C1)(CCCC)C1=C(C=C(C=C1)Cl)Cl (1-[2-cyano-2-(2,4-dichlorophenyl)hexyl]imidazole hydrochloride). Reported procedure: A mixture of 2-cyano-2-(2,4-dichlorophenyl)hexyl methane sulfonate (100 g., 0.29 mole), imidazole (100 g., 1.5 mole) and N,N-dimethylformamide (5 ml.) is heated with stirring at 135° C. overnight. The reaction mixture is poured into water and extracted with ether. The combined ether extracts are dried over magnesium sulfate. The drying agent is filtered and into the ethereal solution is bubbled dry hydrogen chloride gas. The white solid which precipitates is collected and dried to give 70.4 g. (... RXN SMILES: CS(O[CH2:6][C:7]([C:20]#[N:21])([C:12]1[CH:17]=[CH:16][C:15]([Cl:18])=[CH:14][C:13]=1[Cl:19])[CH2:8][CH2:9][CH2:10][CH3:11])(=O)=O.[NH:22]1[CH:26]=[CH:25][N:24]=[CH:23]1.CN(C)C=O>O>[ClH:18].[C:20]([C:7]([C:12]1[CH:17]=[CH:16][C:15]([Cl:18])=[CH:14][C:13]=1[Cl:19])([CH2:8][CH2:9][CH2:10][CH3:11])[CH2:6][N:22]1[CH:26]=[CH:25][N:24]=[CH:23]1)#[N:21] |f:4.5|.